From a dataset of the Open Reaction Database (ORD), a public repository of structured organic reaction records. describe an organic reaction: reactants, conditions, products, and yield Reactants: C(C1=CC=CC=C1)OC(=O)N1CCC(CC1)C(NC(C(=O)C1=C(C=C(C=C1)F)F)C(=O)OC)=O (4-[2-(2,4-Difluoro-phenyl)-1-methoxycarbonyl-2-oxo-ethylcarbamoyl]-piperidine-1-carboxylic acid benzyl ester). The solvent is S(=O)(Cl)Cl (thionyl chloride). Conditions: time 10 minute. The product is C(C1=CC=CC=C1)OC(=O)N1CCC(CC1)C=1OC(=C(N1)C(=O)OC)C1=C(C=C(C=C1)F)F (4-[5-(2,4-Difluoro-phenyl)-4-methoxycarbonyl-oxazol-2-yl]-piperidine-1-carboxylic acid benzyl ester). As a reaction SMILES: [CH2:1]([O:8][C:9]([N:11]1[CH2:16][CH2:15][CH:14]([C:17](=O)[NH:18][CH:19]([C:30]([O:32][CH3:33])=[O:31])[C:20]([C:22]2[CH:27]=[CH:26][C:25]([F:28])=[CH:24][C:23]=2[F:29])=[O:21])[CH2:13][CH2:12]1)=[O:10])[C:2]1[CH:7]=[CH:6][CH:5]=[CH:4][CH:3]=1>S(Cl)(Cl)=O>[CH2:1]([O:8][C:9]([N:11]1[CH2:16][CH2:15][CH:14]([C:17]2[O:21][C:20]([C:22]3[CH:27]=[CH:26][C:25]([F:28])=[CH:24][C:23]=3[F:29])=[C:19]([C:30]([O:32][CH3:33])=[O:31])[N:18]=2)[CH2:13][CH2:12]1)=[O:10])[C:2]1[CH:7]=[CH:6][CH:5]=[CH:4][CH:3]=1. Procedure: To a 1 liter round bottom flask fitted with a condenser, nitrogen inlet, and magnetic stir bar is added 4-[2-(2,4-Difluoro-phenyl)-1-methoxycarbonyl-2-oxo-ethylcarbamoyl]-piperidine-1-carboxylic acid benzyl ester, (32 g, 67.4 mmol), and 120 mL of thionyl chloride. The mixture is immersed in an oil bath preheated to 70° C. and stirred for 10 minutes. The reaction is removed, cooled to room temperature and concentrated to an amber oil. The amber oil is carefully treated with about 50 g of ice, and... Reactants: CCCCC(C)(C)c1ccc(CC(C)CCl)c(Br)c1, C1CCNCC1, ClC(Cl)Cl. The product is CCCCC(C)(C)c1ccc(CC(C)CN2CCCCC2)c(Br)c1. As a reaction SMILES: [Br:1][c:2]1[c:3]([CH2:15][CH:16]([CH2:17][Cl:18])[CH3:19])[cH:4][cH:5][c:6]([C:8]([CH2:9][CH2:10][CH2:11][CH3:12])([CH3:13])[CH3:14])[cH:7]1.[CH2:20]1[CH2:21][CH2:22][NH:23][CH2:24][CH2:25]1.[Cl:26][CH:27]([Cl:28])[Cl:29]>>[Br:1][c:2]1[c:3]([CH2:15][CH:16]([CH2:17][N:23]2[CH2:22][CH2:21][CH2:20][CH2:25][CH2:24]2)[CH3:19])[cH:4][cH:5][c:6]([C:8]([CH2:9][CH2:10][CH2:11][CH3:12])([CH3:13])[CH3:14])[cH:7]1. Reactants: C(C)(=O)NC1=CC=C(C=N1)C(=CC(=O)OCC)C (ethyl 3-(6-acetylamino-pyrid-3yl)-but-2-enoate), [H][H] (hydrogen). The reagents and catalysts are [Pd] (palladium on charcoal). The solvent is C(C)O (ethanol). Conditions: time 48 hour. Yields the product C(C)(=O)NC1=CC=C(C=N1)C(CC(=O)OCC)C ((RS) Ethyl 3-(6-acetylamino-pyrid-3-yl)-butanoate). Reaction SMILES: [C:1]([NH:4][C:5]1[N:10]=[CH:9][C:8]([C:11]([CH3:18])=[CH:12][C:13]([O:15][CH2:16][CH3:17])=[O:14])=[CH:7][CH:6]=1)(=[O:3])[CH3:2].[H][H]>C(O)C.[Pd]>[C:1]([NH:4][C:5]1[N:10]=[CH:9][C:8]([CH:11]([CH3:18])[CH2:12][C:13]([O:15][CH2:16][CH3:17])=[O:14])=[CH:7][CH:6]=1)(=[O:3])[CH3:2]. Procedure: A solution of (E/Z) ethyl 3-(6-acetylamino-pyrid-3yl)-but-2-enoate (27.3 g, Reference Example 22) in ethanol (500 mL) was hydrogenated (3bar hydrogen pressure) at 50° C. using 10% palladium on charcoal (1.0 g) as catalyst. After 48 h, the mixture was degassed, filtered through a pad of diatomaceous earth and the pad rinsed through with ethanol. The filtrate was evaporated to give the title compound as an oil. Starting materials: COC(=O)c1c(Cl)ccnc1C(F)(F)F, [N-]=[N+]=[N-], [Na+], CN(C)C=O, O. The product is COC(=O)c1c(N=[N+]=[N-])ccnc1C(F)(F)F. As a reaction SMILES: [Cl:1][c:2]1[cH:3][cH:4][n:5][c:6]([C:12]([F:13])([F:14])[F:15])[c:7]1[C:8](=[O:9])[O:10][CH3:11].[N-:17]=[N+:18]=[N-:19].[Na+:16].[O:20]=[CH:21][N:22]([CH3:23])[CH3:24].[OH2:25]>>[c:2]1([N:17]=[N+:18]=[N-:19])[cH:3][cH:4][n:5][c:6]([C:12]([F:13])([F:14])[F:15])[c:7]1[C:8](=[O:9])[O:10][CH3:11]. Solvent: C(Cl)Cl (CH2Cl2), O1CCCC1 (tetrahydrofuran). The reactants are FC(C1=CC=C(C=O)C=C1)(F)F (4-trifluoromethylbenzaldehyde), Cl (HCl), Cl (HCl), BrCC (Bromoethane), [Mg] (magnesium), II (iodine). The product is FC(C1=CC=C(C=C1)C(CC)O)(F)F (1-[4-(Trifluoromethyl)phenyl]-1-propanol). Reaction SMILES: [Mg].II.Br[CH2:5][CH3:6].[F:7][C:8]([F:18])([F:17])[C:9]1[CH:16]=[CH:15][C:12]([CH:13]=[O:14])=[CH:11][CH:10]=1.Cl>C(Cl)Cl.O1CCCC1>[F:7][C:8]([F:17])([F:18])[C:9]1[CH:10]=[CH:11][C:12]([CH:13]([OH:14])[CH2:5][CH3:6])=[CH:15][CH:16]=1. Conditions: temperature 0 celsius. Procedure: Dry tetrahydrofuran (700 mL), magnesium turnings (16.75 g, 0.69 mol, 1.2 eq), and a iodine crystal were placed in a flask and the mixture was stirred intensively at 0° C. Bromoethane (68 g, 46.7 mL, 0.69 mol, 1.1 eq) was added dropwise and the resulting mixture was allowed to stir for 30 min. Then the reaction mixture was treated with 4-trifluoromethylbenzaldehyde (100 g, 0.57 mol, 1 eq). After stirring at room temperature for 2 h, the reaction mixture was cooled to 0° C. and poured carefully to... The reactants are [OH-].[Na+] (sodium hydroxide), Cl (hydrogen chloride), C(C)(=O)OC=1C(=C2C(CC(OC2=C(C1C)C)(COC1=CC=C(C=C1)[N+](=O)[O-])C)=O)C (6-acetoxy-2,5,7,8-tetramethyl-2-(4-nitrophenoxymethyl)chroman-4-one), BrCC(=O)OC(C)(C)C (t-butyl bromoacetate). The solvent is O (water), C(C)O (ethanol), O (water), C(C)O (ethanol), CN(C=O)C (dimethylformamide). Run at time 3 hour. The product is C(C)(C)(C)OC(=O)COC=1C(=C2C(CC(OC2=C(C1C)C)(COC1=CC=C(C=C1)[N+](=O)[O-])C)=O)C (6-t-Butoxycarbonylmethoxy-2,5,7,8-tetramethyl-2-(4-nitrophenoxymethyl)chroman-4-one). As a reaction SMILES: [OH-].[Na+].C([O:6][C:7]1[C:8]([CH3:32])=[C:9]2[C:14](=[C:15]([CH3:18])[C:16]=1[CH3:17])[O:13][C:12]([CH3:30])([CH2:19][O:20][C:21]1[CH:26]=[CH:25][C:24]([N+:27]([O-:29])=[O:28])=[CH:23][CH:22]=1)[CH2:11][C:10]2=[O:31])(=O)C.Br[CH2:34][C:35]([O:37][C:38]([CH3:41])([CH3:40])[CH3:39])=[O:36].Cl>O.C(O)C.CN(C)C=O>[C:38]([O:37][C:35]([CH2:34][O:6][C:7]1[C:8]([CH3:32])=[C:9]2[C:14](=[C:15]([CH3:18])[C:16]=1[CH3:17])[O:13][C:12]([CH3:30])([CH2:19][O:20][C:21]1[CH:26]=[CH:25][C:24]([N+:27]([O-:29])=[O:28])=[CH:23][CH:22]=1)[CH2:11][C:10]2=[O:31])=[O:36])([CH3:41])([CH3:40])[CH3:39] |f:0.1|. Reported procedure: A mixture of 5.6 g of sodium hydroxide, 150 ml of ethanol and 20 ml of water was added dropwise to a mixture of 25 g of 6-acetoxy-2,5,7,8-tetramethyl-2-(4-nitrophenoxymethyl)chroman-4-one (prepared as described in Preparation 47), 30 ml of dimethylformamide and 150 ml of ethanol, whilst ice-cooling, and the reaction mixture was stirred for 3 hours. 18.3 g of t-butyl bromoacetate were then added. The reaction mixture was stirred for 1 hour at room temperature and then allowed to stand overnight. ... Starting materials: NC1=NC(=CC=C1C(=O)C1=C(C=C(C(=C1)F)C)OC)Cl ((2-Amino-6-chloro-pyridin-3-yl)-(5-fluoro-2-methoxy-4-methyl-phenyl)-methanone), NC1CCN(CC1)C(C)=O (1-(4-amino-piperidin-1-yl)-ethanone). Product: NC1=C(C=CC(=N1)NC1CCN(CC1)C(C)=O)C(C1=C(C=C(C(=C1)F)C)OC)=O (1-{4-[6-Amino-5-(5-fluoro-2-methoxy-4-methyl-benzoyl)-pyridin-2-ylamino]-piperidin-1-yl}-ethanone). RXN SMILES: [NH2:1][C:2]1[C:7]([C:8]([C:10]2[CH:15]=[C:14]([F:16])[C:13]([CH3:17])=[CH:12][C:11]=2[O:18][CH3:19])=[O:9])=[CH:6][CH:5]=[C:4](Cl)[N:3]=1.[NH2:21][CH:22]1[CH2:27][CH2:26][N:25]([C:28](=[O:30])[CH3:29])[CH2:24][CH2:23]1>>[NH2:1][C:2]1[N:3]=[C:4]([NH:21][CH:22]2[CH2:27][CH2:26][N:25]([C:28](=[O:30])[CH3:29])[CH2:24][CH2:23]2)[CH:5]=[CH:6][C:7]=1[C:8](=[O:9])[C:10]1[CH:15]=[C:14]([F:16])[C:13]([CH3:17])=[CH:12][C:11]=1[O:18][CH3:19]. Procedure details: The title compound was prepared from (2-Amino-6-chloro-pyridin-3-yl)-(5-fluoro-2-methoxy-4-methyl-phenyl)-methanone (Example 43) and 1-(4-amino-piperidin-1-yl)-ethanone (prepared as described in D. Manefti et al, Biorg. Med. Chem. Lett., 13 (2003), 2303-2306) using the procedure described in Step B. Example 6. HRMS, observed: 401.1084, Calcd for (M+H)+: 401.1084.